This data is from the Open Reaction Database (ORD), a public repository of structured organic reaction records. The task is: describe an organic reaction: reactants, conditions, products, and yield The reactants are [Si](C)(C)(C(C)(C)C)O[C@H](C)[C@H]1C(N[C@@H]1CC(=O)O)=O ((3S, 4R)-3-[(R)-1-t-butyldimethylsilyloxyethyl]-4-carboxymethyl-2-azetidinone), S[C@@H]1CN(CC1)C(C)=NC(=O)OCC1=CC=C(C=C1)[N+](=O)[O-] ((S)-3-mercapto-1-[N-(p-nitrobenzyloxycarbonyl)acetimidoyl]pyrrolidine), C1(CCCCC1)N=C=NC1CCCCC1 (dicyclohexylcarbodiimide). The reagents and catalysts are CN(C1=CC=NC=C1)C (4-dimethylaminopyridine). The solvent is C1=CC=CC=C1 (benzene). Conditions: time 1 hour. Yields the product [Si](C)(C)(C(C)(C)C)O[C@H](C)[C@H]1C(N[C@@H]1CC(=O)S[C@@H]1CN(CC1)C(C)=NC(=O)OCC1=CC=C(C=C1)[N+](=O)[O-])=O ((3S, 4R)-3-[(R)-1-t-Butyldimethylsilyloxyethyl]-4-([(S)-1-[N-(p-nitrobenzyloxycarbonyl)acetimidoyl]-pyrrolidin-3-ylthio]carbonylmethyl)-2-azetidinone). Isolated yield 89.8%. RXN SMILES: [Si:1]([O:8][C@@H:9]([C@@H:11]1[C@@H:14]([CH2:15][C:16]([OH:18])=O)[NH:13][C:12]1=[O:19])[CH3:10])([C:4]([CH3:7])([CH3:6])[CH3:5])([CH3:3])[CH3:2].[SH:20][C@H:21]1[CH2:25][CH2:24][N:23]([C:26](=[N:28][C:29]([O:31][CH2:32][C:33]2[CH:38]=[CH:37][C:36]([N+:39]([O-:41])=[O:40])=[CH:35][CH:34]=2)=[O:30])[CH3:27])[CH2:22]1.C1(N=C=NC2CCCCC2)CCCCC1>C1C=CC=CC=1.CN(C)C1C=CN=CC=1>[Si:1]([O:8][C@@H:9]([C@@H:11]1[C@@H:14]([CH2:15][C:16]([S:20][C@H:21]2[CH2:25][CH2:24][N:23]([C:26](=[N:28][C:29]([O:31][CH2:32][C:33]3[CH:34]=[CH:35][C:36]([N+:39]([O-:41])=[O:40])=[CH:37][CH:38]=3)=[O:30])[CH3:27])[CH2:22]2)=[O:18])[NH:13][C:12]1=[O:19])[CH3:10])([C:4]([CH3:5])([CH3:6])[CH3:7])([CH3:2])[CH3:3]. Procedure: 2.67 mg (0.93 mmole) of (3S, 4R)-3-[(R)-1-t-butyldimethylsilyloxyethyl]-4-carboxymethyl-2-azetidinone and 330 mg (1.02 mmole) of (S)-3-mercapto-1-[N-(p-nitrobenzyloxycarbonyl)acetimidoyl]pyrrolidine were dissolved in 5 ml of benzene. 210 mg (9.02 mmole) of dicyclohexylcarbodiimide and 5 mg (0.04 mmole) of 4-dimethylaminopyridine were added, and the mixture was stirred at room temperature for 1 hour, after which insolubles were filtered off. The filtrate was concentrated to dryness by evaporation... The product is N1=CC=C(C=C1)C=NOCCOC1=CC=C(CC2C(N(C(S2)=O)C(C2=CC=CC=C2)(C2=CC=CC=C2)C2=CC=CC=C2)=O)C=C1 (5-{4-[2-(4-Pyridylmethyleneaminooxy)ethoxy]-benzyl}-3-tritylthiazolidine-2,4-dione). Reported procedure: Following a procedure similar to that described in Example 3(a), but using 0.88 g of 2-(4-pyridylmethyleneaminooxy)ethanol (prepared as described in Preparation 6), 2.00 g of 5-(4-hydroxybenzyl)-3-tritylthiazolidine-2,4-dione, 1.32 ml of tributylphosphine and 1.23 g of 1,1'-(azodicarbonyl)dipiperazine, 1.10 g of the title compound were obtained as a foam-like solid. Reaction SMILES: [N:1]1[CH:6]=[CH:5][C:4]([CH:7]=[N:8][O:9][CH2:10][CH2:11][OH:12])=[CH:3][CH:2]=1.O[C:14]1[CH:46]=[CH:45][C:17]([CH2:18][CH:19]2[S:23][C:22](=[O:24])[N:21]([C:25]([C:38]3[CH:43]=[CH:42][CH:41]=[CH:40][CH:39]=3)([C:32]3[CH:37]=[CH:36][CH:35]=[CH:34][CH:33]=3)[C:26]3[CH:31]=[CH:30][CH:29]=[CH:28][CH:27]=3)[C:20]2=[O:44])=[CH:16][CH:15]=1.C(P(CCCC)CCCC)CCC.N(C(N1CCNCC1)=O)=NC(N1CCNCC1)=O>>[N:1]1[CH:6]=[CH:5][C:4]([CH:7]=[N:8][O:9][CH2:10][CH2:11][O:12][C:14]2[CH:46]=[CH:45][C:17]([CH2:18][CH:19]3[S:23][C:22](=[O:24])[N:21]([C:25]([C:38]4[CH:43]=[CH:42][CH:41]=[CH:40][CH:39]=4)([C:32]4[CH:33]=[CH:34][CH:35]=[CH:36][CH:37]=4)[C:26]4[CH:31]=[CH:30][CH:29]=[CH:28][CH:27]=4)[C:20]3=[O:44])=[CH:16][CH:15]=2)=[CH:3][CH:2]=1. Isolated yield 41.7%. Reactants: N1=CC=C(C=C1)C=NOCCO (2-(4-pyridylmethyleneaminooxy)ethanol), N(=NC(=O)N1CCNCC1)C(=O)N1CCNCC1 (1,1'-(azodicarbonyl)dipiperazine), OC1=CC=C(CC2C(N(C(S2)=O)C(C2=CC=CC=C2)(C2=CC=CC=C2)C2=CC=CC=C2)=O)C=C1 (5-(4-hydroxybenzyl)-3-tritylthiazolidine-2,4-dione), C(CCC)P(CCCC)CCCC (tributylphosphine).